The task is: describe an organic reaction: reactants, conditions, products, and yield. This data is from the Open Reaction Database (ORD), a public repository of structured organic reaction records. Procedure: A solution of 4-chloromethylbenzoyl chloride (5.0 g) and pyrrolidine (2.2 mL) in dichloromethane (30 mL) at 0° C. was treated with ethyldiisopropylamine (5.2 mL). The resulting mixture was warmed to room temperature over 1 hour and then stirred at this temperature for 2 hours. The mixture was diluted with 1.0 M aqueous hydrochloric acid, extracted with dichloromethane and the combined extracts washed with saturated aqueous sodium chloride solution and then dried over magnesium sulfate. The solve... The reactants are ClCC1=CC=C(C(=O)Cl)C=C1 (4-chloromethylbenzoyl chloride), N1CCCC1 (pyrrolidine), C(C)N(C(C)C)C(C)C (ethyldiisopropylamine). As a reaction SMILES: [Cl:1][CH2:2][C:3]1[CH:11]=[CH:10][C:6]([C:7](Cl)=[O:8])=[CH:5][CH:4]=1.[NH:12]1[CH2:16][CH2:15][CH2:14][CH2:13]1.C(N(C(C)C)C(C)C)C>ClCCl.Cl>[Cl:1][CH2:2][C:3]1[CH:11]=[CH:10][C:6]([C:7]([N:12]2[CH2:16][CH2:15][CH2:14][CH2:13]2)=[O:8])=[CH:5][CH:4]=1. Yields the product ClCC1=CC=C(C=C1)C(=O)N1CCCC1 ((4-chloromethylphenyl)pyrrolidin-1-ylmethanone). Reaction conditions: time 2 hour. The solvent is Cl (hydrochloric acid), ClCCl (dichloromethane). Starting materials: N1=CC=C(C=C1)C[Li] (4-picolyllithium), N1=CC=C(C=C1)C[Li] (4-picolyllithium), BrCCCCl (3-bromo-1-chloropropane). Product: Cl.N1=CC=C(C=C1)CCCCCl (4-(4-Pyridinyl)butyl chloride HCl salt). Reaction SMILES: [N:1]1[CH:6]=[CH:5][C:4]([CH2:7][Li])=[CH:3][CH:2]=1.Br[CH2:10][CH2:11][CH2:12][Cl:13]>>[ClH:13].[N:1]1[CH:6]=[CH:5][C:4]([CH2:7][CH2:10][CH2:11][CH2:12][Cl:13])=[CH:3][CH:2]=1 |f:2.3|. Reported procedure: The reaction of 4-picolyllithium and 3-bromo-1-chloropropane was exothermic. It was extremely critical to keep internal temperature less than -65° C. to avoid the reaction of the desired product with 4-picolyllithium to give 1,5-bis-(4-pyridinyl)-pentane. The addition took about 2 h. As a reaction SMILES: C([O:4][C:5](=[C:8]([C:10]1[CH:15]=[CH:14][C:13]([CH2:16][CH:17]([CH3:19])[CH3:18])=[CH:12][CH:11]=1)[CH3:9])C#N)(=O)C.[OH-:20].[Na+:21]>O>[CH2:16]([C:13]1[CH:14]=[CH:15][C:10]([CH:8]([CH3:9])[C:5]([O-:4])=[O:20])=[CH:11][CH:12]=1)[CH:17]([CH3:19])[CH3:18].[Na+:21] |f:1.2,4.5|. Yields the product C(C(C)C)C1=CC=C(C=C1)C(C(=O)[O-])C.[Na+] (sodium 2-(4'-isobutylphenyl)propionate). Reaction conditions: temperature 25 celsius. Procedure: 55.41 g. portion of the crude enol-acetate solution from part A, representing 49.3 mmoles of 2-acetoxy-3-(4'-isobutylphenyl)-3-methylacrylonitrile (V) was placed in a 250 ml. one-necked flask and stirred magnetically while 10 ml. of water and 16.0 g. (200 meq.) of 50 percent sodium hydroxide solution were added. The mixture was stirred at 70° C. for 7 hours and cooled to 25° C. to effect hydrolysis of the enol-acetate and to form the sodium salt (VI). The ph of the mixture was adjusted to 11 wit... Starting materials: enol-acetate, enol-acetate, C(C)(=O)OC(C#N)=C(C)C1=CC=C(C=C1)CC(C)C (2-acetoxy-3-(4'-isobutylphenyl)-3-methylacrylonitrile), [OH-].[Na+] (sodium hydroxide). Solvent: O (water). Reaction conditions: time 16 hour. Procedure: A 30 mL reaction vial was charged with tert-butyl 2-(3,3-difluoro-2-oxoindolin-1-yl)acetate (275 mg, 1 mmol) as a yellow oil. DCM (3 mL) was added, followed by an equal volume of formic acid. The reaction was stirred for 16 h. The reaction mixture was concentrated under reduced pressure to give 2-(3,3-difluoro-2-oxoindolin-1-yl)acetic acid as a yellow solid. The desired M+H (228) was observed in the LCMS using the method [1] with a retention time of 1.652 min. As a reaction SMILES: [F:1][C:2]1([F:20])[C:10]2[C:5](=[CH:6][CH:7]=[CH:8][CH:9]=2)[N:4]([CH2:11][C:12]([O:14]C(C)(C)C)=[O:13])[C:3]1=[O:19].C(Cl)Cl>C(O)=O>[F:20][C:2]1([F:1])[C:10]2[C:5](=[CH:6][CH:7]=[CH:8][CH:9]=2)[N:4]([CH2:11][C:12]([OH:14])=[O:13])[C:3]1=[O:19]. Starting materials: FC1(C(N(C2=CC=CC=C12)CC(=O)OC(C)(C)C)=O)F (tert-butyl 2-(3,3-difluoro-2-oxoindolin-1-yl)acetate), C(Cl)Cl (DCM). Product: FC1(C(N(C2=CC=CC=C12)CC(=O)O)=O)F (2-(3,3-difluoro-2-oxoindolin-1-yl)acetic acid). Solvent: C(=O)O (formic acid). The reactants are C(C)(C)(C)OC(=O)N1CCC(CC1)COC1=C(C=C2C(=NC=NC2=C1)Cl)OC (7-{[1-(tert-butoxycarbonyl)piperidin-4-yl]methoxy}-4-chloro-6-methoxyquinazoline), OC=1C=C2C(=CNC2=CC1)C (5-hydroxy-3-methylindole), C([O-])([O-])=O.[K+].[K+] (potassium carbonate). Solvent: CN(C)C=O (DMF). Run at temperature 90 celsius. The product is C(C)(C)(C)OC(=O)N1CCC(CC1)COC1=C(C=C2C(=NC=NC2=C1)OC=1C=C2C(=CNC2=CC1)C)OC (7-{[1-(tert-butoxycarbonyl)piperidin-4-yl]methoxy}-6-methoxy-4-[(3-methyl-1H-indol-5-yl)oxy]quinazoline). Yield: 99.2%. As a reaction SMILES: [C:1]([O:5][C:6]([N:8]1[CH2:13][CH2:12][CH:11]([CH2:14][O:15][C:16]2[CH:25]=[C:24]3[C:19]([C:20](Cl)=[N:21][CH:22]=[N:23]3)=[CH:18][C:17]=2[O:27][CH3:28])[CH2:10][CH2:9]1)=[O:7])([CH3:4])([CH3:3])[CH3:2].[OH:29][C:30]1[CH:31]=[C:32]2[C:36](=[CH:37][CH:38]=1)[NH:35][CH:34]=[C:33]2[CH3:39].C(=O)([O-])[O-].[K+].[K+]>CN(C=O)C>[C:1]([O:5][C:6]([N:8]1[CH2:13][CH2:12][CH:11]([CH2:14][O:15][C:16]2[CH:25]=[C:24]3[C:19]([C:20]([O:29][C:30]4[CH:31]=[C:32]5[C:36](=[CH:37][CH:38]=4)[NH:35][CH:34]=[C:33]5[CH3:39])=[N:21][CH:22]=[N:23]3)=[CH:18][C:17]=2[O:27][CH3:28])[CH2:10][CH2:9]1)=[O:7])([CH3:4])([CH3:3])[CH3:2] |f:2.3.4|. Procedure: A mixture of 7-{[1-(tert-butoxycarbonyl)piperidin-4-yl]methoxy}-4-chloro-6-methoxyquinazoline (4.6 g), 5-hydroxy-3-methylindole (2 g), (Journal of Organic Chemistry 1993, 58, 3757), potassium carbonate (3.1 g) and DMF (20 ml) was stirred and heated to 90° C. for 2 hours. The solid was removed by filtration washed with acetonitrile and the combined filtrates concentrated to dryness under vacuum. The product so obtained was triturated under ether/petroleum ether (8/2), collected by filtration and ... The reactants are CCOCC (Ether), COC=1C=C2C(=C3N(C2=CC1)CCC(C3N3CCCC3)(C)C)C (6,7,8,9-tetrahydro-2-methoxy-8,8,10-trimethyl-9-(1-pyrrolidinyl)-pyrido[1,2-a]indole), C(C)O (Ethanol), B(Br)(Br)Br (boron tribromide). The solvent is C(Cl)(Cl)Cl (chloroform). Reaction conditions: temperature 25 celsius, time 2 hour. Yields the product Br.OC=1C=C2C(=C3N(C2=CC1)CCC(C3N3CCCC3)(C)C)C (6,7,8,9-Tetrahydro-2-hydroxy-8,8,10-trimethyl-9-(1-pyrrolidinyl)-pyrido[1,2-a]indole Hydrobromide). The yield is 65.6%. As a reaction SMILES: C[O:2][C:3]1[CH:4]=[C:5]2[C:9](=[CH:10][CH:11]=1)[N:8]1[CH2:12][CH2:13][C:14]([CH3:22])([CH3:21])[CH:15]([N:16]3[CH2:20][CH2:19][CH2:18][CH2:17]3)[C:7]1=[C:6]2[CH3:23].B(Br)(Br)[Br:25].C(O)C.CCOCC>C(Cl)(Cl)Cl>[BrH:25].[OH:2][C:3]1[CH:4]=[C:5]2[C:9](=[CH:10][CH:11]=1)[N:8]1[CH2:12][CH2:13][C:14]([CH3:21])([CH3:22])[CH:15]([N:16]3[CH2:20][CH2:19][CH2:18][CH2:17]3)[C:7]1=[C:6]2[CH3:23] |f:5.6|. Reported procedure: A solution of 6,7,8,9-tetrahydro-2-methoxy-8,8,10-trimethyl-9-(1-pyrrolidinyl)-pyrido[1,2-a]indole (prepared in Example 15, step 5) (2.81 g, 9 mmol) in chloroform (54 mL) was cooled to 0° C. and treated under dry nitrogen with boron tribromide (5.62 g, 22.5 mmol). The mixture was stirred in the dark at 25° C. for 2 hours. Ethanol (54 mL) was added dropwise over 5 minutes at 0° C. Stirring was continued at 0°-5° C. for 1 hour. Ether (34 mL) was added slowly at 5° C. to induce crystallization. The...